From a dataset of the Open Reaction Database (ORD), a public repository of structured organic reaction records. describe an organic reaction: reactants, conditions, products, and yield The product is Cl.ClC=1C(NC(NC1CSC(N)=N)=O)=O (2-(5-chlorouracil-6-ylmethyl)isothiourea hydrochloride). The reactants are NC(=S)N (thiourea), ClC=1C(NC(NC1CCl)=O)=O (5-chloro-6-chloromethyluracil). The yield is 161.6%. Run in C(C)O (ethanol). RXN SMILES: [NH2:1][C:2]([NH2:4])=[S:3].[Cl:5][C:6]1[C:7](=[O:15])[NH:8][C:9](=[O:14])[NH:10][C:11]=1[CH2:12]Cl>C(O)C>[ClH:5].[Cl:5][C:6]1[C:7](=[O:15])[NH:8][C:9](=[O:14])[NH:10][C:11]=1[CH2:12][S:3][C:2](=[NH:4])[NH2:1] |f:3.4|. Reported procedure: To a solution of 140 mg of thiourea in ethanol (3 ml), 300 mg of 5-chloro-6-chloromethyluracil were added, followed by heating for 6 hours under reflux. After the reaction mixture was allowed to cool down, a crystallized matter was collected by filtration, whereby 337 mg of the title compound were obtained (yield: 81%).